Dataset: the Open Reaction Database (ORD), a public repository of structured organic reaction records. Task: describe an organic reaction: reactants, conditions, products, and yield Reactants: [OH-].[Na+] (NaOH), FC1(CCC(CC1)(C(=O)OCC)CF)F (ethyl 4,4-difluoro-1-(fluoromethyl)cyclohexanecarboxylate). Run in C1CCOC1 (THF), CO (MeOH). Conditions: time 3.5 hour. Yields the product FC1(CCC(CC1)(C(=O)O)CF)F (4,4-difluoro-1-(fluoromethyl)cyclohexanecarboxylic acid). Reaction SMILES: [OH-].[Na+].[F:3][C:4]1([F:17])[CH2:9][CH2:8][C:7]([CH2:15][F:16])([C:10]([O:12]CC)=[O:11])[CH2:6][CH2:5]1>C1COCC1.CO>[F:3][C:4]1([F:17])[CH2:5][CH2:6][C:7]([CH2:15][F:16])([C:10]([OH:12])=[O:11])[CH2:8][CH2:9]1 |f:0.1|. Reported procedure: 1 N NaOH (0.994 mL, 0.994 mmol) was added to a solution of ethyl 4,4-difluoro-1-(fluoromethyl)cyclohexanecarboxylate (73.6 mg, 0.331 mmol) in THF (1 mL) and MeOH (1 ml) and the mixture was stirred at rt for 3-4 h. The reaction mixture was acidified and extracted with EtOAc, washed with brine and dried (MgSO4). Evaporation of the solvent afforded Cap-7 as a beige solid. 1H NMR (400 MHz, CHLOROFORM-d) δ 4.38 (d, J=47.1 Hz, 2H), 2.30-2.16 (m, 2H), 2.11-1.98 (m, 2H), 1.96-1.76 (m, 2H), 1.65-1.51 (m,... Starting materials: O=C(CCC(=O)O)C=1C2=C(SC1)C=CC=C2 (γ-oxo-benzo[b]thiophene-3-butyric acid), N1[C@H](C(=O)O)CCC1 (L-proline), C(=O)(N1C=NC=C1)N1C=NC=C1 (1,1'-carbonyldiimidazole). The product is S1C2=C(C(=C1)C(=O)CCC(=O)N1[C@H](C(=O)O)CCC1)C=CC=C2 (1-[3-(benzo[b]thien-3-ylcarbonyl)propionyl]-L-proline). Yield: 78.0%. Reaction SMILES: [O:1]=[C:2]([C:8]1[C:9]2[CH:16]=[CH:15][CH:14]=[CH:13][C:10]=2[S:11][CH:12]=1)[CH2:3][CH2:4][C:5]([OH:7])=O.[NH:17]1[CH2:24][CH2:23][CH2:22][C@H:18]1[C:19]([OH:21])=[O:20].C(N1C=CN=C1)(N1C=CN=C1)=O>>[S:11]1[CH:12]=[C:8]([C:2]([CH2:3][CH2:4][C:5]([N:17]2[CH2:24][CH2:23][CH2:22][C@H:18]2[C:19]([OH:21])=[O:20])=[O:7])=[O:1])[C:9]2[CH:16]=[CH:15][CH:14]=[CH:13][C:10]1=2. Procedure details: The γ-oxo-benzo[b]thiophene-3-butyric acid is coupled to L-proline with 1,1'-carbonyldiimidazole to give 1-[3-(benzo[b]thien-3-ylcarbonyl)propionyl]-L-proline (78%) as a glass. As for Example 1, the preceding compound is reacted with bromine in acetic acid to give 1-[3-bromo-3-(benzo[b]thien-3-ylcarbonyl)propionyl]-L-proline as a glass (97%). Reaction with sodium thioacetate in ethanol gives the product (92%) of the Example as a glass.